Dataset: the Open Reaction Database (ORD), a public repository of structured organic reaction records. Task: describe an organic reaction: reactants, conditions, products, and yield Starting materials: C(CCC)C=1N(C(N(N1)C1=C(C=CC(=C1)[N+](=O)[O-])Cl)=O)CC1=C(C=C(C=C1)C1=C(C=CC=C1)S(NC(C)(C)C)(=O)=O)F (5-n-butyl-4-[[2'-(N-t-butylsulfamoyl)-3-fluorobiphenyl-4-yl]methyl]-2-(2-chloro-5-nitrophenyl)-2,4-dihydro-3H-1,2,4-triazol-3-one), FC(C(=O)O)(F)F (trifluoroacetic acid). Product: crude product, C(CCC)C=1N(C(N(N1)C1=C(C=CC(=C1)[N+](=O)[O-])Cl)=O)CC1=C(C=C(C=C1)C1=C(C=CC=C1)S(N)(=O)=O)F (5-n-Butyl-2-(2-chloro-5-nitrophenyl)-2,4-dihydro-4-[(3-fluoro-2'-sulfamoylbiphenyl-4-yl)-methyl]-3H-1,2,4-triazol-3-one). Isolated yield 94.0%. RXN SMILES: [CH2:1]([C:5]1[N:6]([CH2:21][C:22]2[CH:27]=[CH:26][C:25]([C:28]3[CH:33]=[CH:32][CH:31]=[CH:30][C:29]=3[S:34](=[O:41])(=[O:40])[NH:35]C(C)(C)C)=[CH:24][C:23]=2[F:42])[C:7](=[O:20])[N:8]([C:10]2[CH:15]=[C:14]([N+:16]([O-:18])=[O:17])[CH:13]=[CH:12][C:11]=2[Cl:19])[N:9]=1)[CH2:2][CH2:3][CH3:4].FC(F)(F)C(O)=O>>[CH2:1]([C:5]1[N:6]([CH2:21][C:22]2[CH:27]=[CH:26][C:25]([C:28]3[CH:33]=[CH:32][CH:31]=[CH:30][C:29]=3[S:34](=[O:41])(=[O:40])[NH2:35])=[CH:24][C:23]=2[F:42])[C:7](=[O:20])[N:8]([C:10]2[CH:15]=[C:14]([N+:16]([O-:18])=[O:17])[CH:13]=[CH:12][C:11]=2[Cl:19])[N:9]=1)[CH2:2][CH2:3][CH3:4]. Reported procedure: By the procedure of Example 28, Step G, 5-n-butyl-4-[[2'-(N-t-butylsulfamoyl)-3-fluorobiphenyl-4-yl]methyl]-2-(2-chloro-5-nitrophenyl)-2,4-dihydro-3H-1,2,4-triazol-3-one (from Example 36, Step B) was deprotected with trifluoroacetic acid. Flash chromatography of the crude product on silica gel (gradient elution with 0.5-5% MeOH in CH2Cl2) gave a 94% yield of the title compound as a cream-colored solid; homogeneous by TLC in 95:5 CH2Cl2 --MeOH; mass spectrum (FAB) m/e 560 (M+1)+. Reactants: CNC1=C(C=C(C(=O)N(C2=NC=CC=C2)CCC(=O)OCC)C=C1)[N+](=O)[O-] (ethyl 3-(4-(methylamino)-3-nitro-N-(pyridin-2-yl)benzamido)propanoate), nitro. Reagents/catalysts: [Pd] (Pd—C). Run in ClCCl (dichloromethane), CO (methanol). The product is NC=1C=C(C(=O)N(C2=NC=CC=C2)CCC(=O)OCC)C=CC1NC (ethyl 3-(3-amino-4-(methylamino)-N-(pyridin-2-yl)benzamido)propanoate). As a reaction SMILES: [CH3:1][NH:2][C:3]1[CH:24]=[CH:23][C:6]([C:7]([N:9]([CH2:16][CH2:17][C:18]([O:20][CH2:21][CH3:22])=[O:19])[C:10]2[CH:15]=[CH:14][CH:13]=[CH:12][N:11]=2)=[O:8])=[CH:5][C:4]=1[N+:25]([O-])=O>ClCCl.CO.[Pd]>[NH2:25][C:4]1[CH:5]=[C:6]([CH:23]=[CH:24][C:3]=1[NH:2][CH3:1])[C:7]([N:9]([CH2:16][CH2:17][C:18]([O:20][CH2:21][CH3:22])=[O:19])[C:10]1[CH:15]=[CH:14][CH:13]=[CH:12][N:11]=1)=[O:8]. Procedure: The process disclosed in WO 98/37075 also involves the reduction of ethyl 3-(4-(methylamino)-3-nitro-N-(pyridin-2-yl)benzamido)propanoate (herein after referred as “nitro compound”) using Pd—C in a mixture of dichloromethane and methanol under hydrogen pressure to provide ethyl 3-(3-amino-4-(methylamino)-N-(pyridin-2-yl)benzamido)propanoate (herein after referred as “diamine compound”). Reactants: ClC=1C=C2C(=CNC2=CC1)CN1N=C2N(C(N(C(C2=C1C1=CC(=CN1C)C(=O)O)=O)C)=O)CC1CC1 (5-[2-[(5-chloro-1H-indol-3-yl)methyl]-7-(cyclopropylmethyl)-5-methyl-4,6-dioxo-4,5,6,7-tetrahydro-2H-pyrazolo[3,4-d]pyrimidin-3-yl]-1-methyl-1H-pyrrole-3-carboxylic acid), Cl.O(C)N (methoxylamine hydrochloride), C(#N)P(OCC)(OCC)=O (diethyl cyanophosphonate). Yields the product ClC=1C=C2C(=CNC2=CC1)CN1N=C2N(C(N(C(C2=C1C1=CC(=CN1C)C(=O)NOC)=O)C)=O)CC1CC1 (5-[2-[(5-chloro-1H-indol-3-yl)methyl]-7-(cyclopropylmethyl)-5-methyl-4,6-dioxo-4,5,6,7-tetrahydro-2H-pyrazolo[3,4-d]pyrimidin-3-yl]-N-methoxy-1-methyl-1H-pyrrole-3-carboxamide). RXN SMILES: [Cl:1][C:2]1[CH:3]=[C:4]2[C:8](=[CH:9][CH:10]=1)[NH:7][CH:6]=[C:5]2[CH2:11][N:12]1[C:20]([C:21]2[N:25]([CH3:26])[CH:24]=[C:23]([C:27]([OH:29])=O)[CH:22]=2)=[C:19]2[C:14]([N:15]([CH2:33][CH:34]3[CH2:36][CH2:35]3)[C:16](=[O:32])[N:17]([CH3:31])[C:18]2=[O:30])=[N:13]1.Cl.[O:38]([NH2:40])[CH3:39].C(P(=O)(OCC)OCC)#N>>[Cl:1][C:2]1[CH:3]=[C:4]2[C:8](=[CH:9][CH:10]=1)[NH:7][CH:6]=[C:5]2[CH2:11][N:12]1[C:20]([C:21]2[N:25]([CH3:26])[CH:24]=[C:23]([C:27]([NH:40][O:38][CH3:39])=[O:29])[CH:22]=2)=[C:19]2[C:14]([N:15]([CH2:33][CH:34]3[CH2:35][CH2:36]3)[C:16](=[O:32])[N:17]([CH3:31])[C:18]2=[O:30])=[N:13]1 |f:1.2|. Procedure details: This compound was synthesized by the reaction of 5-[2-[(5-chloro-1H-indol-3-yl)methyl]-7-(cyclopropylmethyl)-5-methyl-4,6-dioxo-4,5,6,7-tetrahydro-2H-pyrazolo[3,4-d]pyrimidin-3-yl]-1-methyl-1H-pyrrole-3-carboxylic acid and methoxylamine hydrochloride using diethyl cyanophosphonate as a coupling reagent Mass: 536.18 (M+H). As a reaction SMILES: [Br:10][c:11]1[cH:12][c:13]([N+:17](=[O:18])[O-:19])[cH:14][cH:15][cH:16]1.[C:20](=[O:21])([O-:22])[O-:23].[CH2:26]1[O:27][CH2:28][CH2:29][O:30][CH2:31]1.[Cl:1][c:2]1[n:3][cH:4][c:5]([CH3:9])[c:6]([NH2:8])[n:7]1.[Cs+:24].[Cs+:25].[O:34]=[C:35]([CH:36]=[CH:37][c:38]1[cH:39][cH:40][cH:41][cH:42][cH:43]1)[CH:44]=[CH:45][c:46]1[cH:47][cH:48][cH:49][cH:50][cH:51]1.[O:52]=[C:53]([CH:54]=[CH:55][c:56]1[cH:57][cH:58][cH:59][cH:60][cH:61]1)[CH:62]=[CH:63][c:64]1[cH:65][cH:66][cH:67][cH:68][cH:69]1.[O:70]=[C:71]([CH:72]=[CH:73][c:74]1[cH:75][cH:76][cH:77][cH:78][cH:79]1)[CH:80]=[CH:81][c:82]1[cH:83][cH:84][cH:85][cH:86][cH:87]1.[Pd:32].[Pd:33]>>[Cl:1][c:2]1[n:3][cH:4][c:5]([CH3:9])[c:6]([NH:8][c:11]2[cH:12][c:13]([N+:17](=[O:18])[O-:19])[cH:14][cH:15][cH:16]2)[n:7]1. Reactants: O=[N+]([O-])c1cccc(Br)c1, O=C([O-])[O-], C1COCCO1, Cc1cnc(Cl)nc1N, [Cs+], [Cs+], O=C(C=Cc1ccccc1)C=Cc1ccccc1, O=C(C=Cc1ccccc1)C=Cc1ccccc1, O=C(C=Cc1ccccc1)C=Cc1ccccc1, [Pd], [Pd]. Yields the product Cc1cnc(Cl)nc1Nc1cccc([N+](=O)[O-])c1. The product is BrC1=C(N=C(S1)C1=CC=CC=C1)CBr (5-Bromo-4-(bromomethyl)-2-phenyl-1,3-thiazole). RXN SMILES: [Br:1][C:2]1[S:6][C:5]([C:7]2[CH:12]=[CH:11][CH:10]=[CH:9][CH:8]=2)=[N:4][C:3]=1[CH3:13].C1C(=O)N([Br:21])C(=O)C1.CC(N=NC(C#N)(C)C)(C#N)C>C(Cl)(Cl)(Cl)Cl>[Br:1][C:2]1[S:6][C:5]([C:7]2[CH:12]=[CH:11][CH:10]=[CH:9][CH:8]=2)=[N:4][C:3]=1[CH2:13][Br:21]. Starting materials: BrC1=C(N=C(S1)C1=CC=CC=C1)C (5-Bromo-4-methyl-2-phenyl-1,3-thiazole), C1CC(=O)N(C1=O)Br (NBS), CC(C)(C#N)N=NC(C)(C)C#N (AIBN). Run in C(Cl)(Cl)(Cl)Cl (CCl4). Reported procedure: A mixture of 5-Bromo-4-methyl-2-phenyl-1,3-thiazole (1.00 g, 3.93 mmol), NBS (0.84 g, 4.72 mmol) and catalytic amount of AIBN in CCl4 (20 mL) was heated at reflux for 24 h. No starting material was seen by 1H NMR. The solvent was removed. The title compound was obtained as a colorless solid after flash chromatography using EtOAc/hexane (3:97) as the eluant. 1H NMR (500 MHz, CDCl3): δ 7.90 (m, 3H), 7.48 (m, 2H), 4.61 (s, 2H).